From a dataset of the Open Reaction Database (ORD), a public repository of structured organic reaction records. describe an organic reaction: reactants, conditions, products, and yield Starting materials: NC=1SC=C(N1)C(=O)OCC (ethyl 2-amino-1,3-thiazole-4-carboxylate), S(O)(O)(=O)=O (sulfuric acid), [Cl-].[Na+] (sodium chloride), N(=O)[O-].[Na+] (sodium nitrite). The reagents and catalysts are S(=O)(=O)([O-])[O-].[Cu+2] (copper sulfate). The solvent is O (water), O (water). Reaction conditions: temperature -10 celsius, time 30 minute. The product is ClC=1SC=C(N1)C(=O)OCC (ethyl 2-chloro-1,3-thiazole-4-carboxylate). Isolated yield 53.9%. As a reaction SMILES: N[C:2]1[S:3][CH:4]=[C:5]([C:7]([O:9][CH2:10][CH3:11])=[O:8])[N:6]=1.S(=O)(=O)(O)O.[Cl-:17].[Na+].N([O-])=O.[Na+]>O.S([O-])([O-])(=O)=O.[Cu+2]>[Cl:17][C:2]1[S:3][CH:4]=[C:5]([C:7]([O:9][CH2:10][CH3:11])=[O:8])[N:6]=1 |f:2.3,4.5,7.8|. Reported procedure: 15.0 g of ethyl 2-amino-1,3-thiazole-4-carboxylate was added to 400 ml of water, and 500 g of concentrated sulfuric acid, 29.2 g of copper sulfate and 23.0 g of sodium chloride were then added. The mixture was cooled to −10° C. Thereto a solution of 14.8 g of sodium nitrite in 55 ml of water was added dropwise while the internal temperature was kept at 0° C. or lower. After completion of the addition, the mixture was stirred at 0° C. for 30 minutes, heated to an internal temperature of room temp... Starting materials: C(C)OC(CCCOC1=C(C(=CC=C1)CCCCCCOC1=CC(=CC(=C1)C(N(C)C)=O)Br)CCC(=O)OCC)=O (4-[3-[6-(3-bromo-5-dimethylcarbamoyl-phenoxy)-hexyl]-2-(2-ethoxycarbonyl-ethyl)-phenoxy]-butyric acid ethyl ester), FC1=CC=C(C=C1)B(O)O (4-fluorophenylboronic acid). Product: C(=O)(O)CCC1=C(OCCCC(=O)O)C=CC=C1CCCCCCOC=1C=C(C=C(C1)C(N(C)C)=O)C1=CC=C(C=C1)F (4-{2-(2-Carboxy-ethyl)-3-[6-(5-dimethylcarbamoyl-4′-fluoro-biphenyl-3-yloxy)-hexyl]-phenoxy}-butyric acid). Isolated yield 41.0%. As a reaction SMILES: C([O:3][C:4](=[O:41])[CH2:5][CH2:6][CH2:7][O:8][C:9]1[CH:14]=[CH:13][CH:12]=[C:11]([CH2:15][CH2:16][CH2:17][CH2:18][CH2:19][CH2:20][O:21][C:22]2[CH:27]=[C:26]([C:28](=[O:32])[N:29]([CH3:31])[CH3:30])[CH:25]=[C:24](Br)[CH:23]=2)[C:10]=1[CH2:34][CH2:35][C:36]([O:38]CC)=[O:37])C.[F:42][C:43]1[CH:48]=[CH:47][C:46](B(O)O)=[CH:45][CH:44]=1>>[C:36]([CH2:35][CH2:34][C:10]1[C:11]([CH2:15][CH2:16][CH2:17][CH2:18][CH2:19][CH2:20][O:21][C:22]2[CH:23]=[C:24]([C:46]3[CH:47]=[CH:48][C:43]([F:42])=[CH:44][CH:45]=3)[CH:25]=[C:26]([C:28](=[O:32])[N:29]([CH3:30])[CH3:31])[CH:27]=2)=[CH:12][CH:13]=[CH:14][C:9]=1[O:8][CH2:7][CH2:6][CH2:5][C:4]([OH:41])=[O:3])([OH:38])=[O:37]. Procedure: The title compound was prepared according to the general procedure described in Steps 3 and 4 of Method F starting from 4-[3-[6-(3-bromo-5-dimethylcarbamoyl-phenoxy)-hexyl]-2-(2-ethoxycarbonyl-ethyl)-phenoxy]-butyric acid ethyl ester and 4-fluorophenylboronic acid. LC/MS indicated a purity of 100% as measured by UV 214 nM. Yield: 41% (after two steps) RXN SMILES: [Br:1][c:2]1[cH:3][cH:4][cH:5][c:6]([C:8](=[O:9])[O:10][CH3:11])[n:7]1.[CH3:28][CH2:29][O:30][C:31]([CH3:32])=[O:33].[K+:22].[K+:23].[O-:24][C:25]([O-:26])=[O:27].[O:34]1[CH2:35][CH2:36][O:37][CH2:38][CH2:39]1.[OH2:40].[OH:12][c:13]1[cH:14][cH:15][c:16]([B:19]([OH:20])[OH:21])[cH:17][cH:18]1.[cH:41]1[cH:42][cH:43][c:44]([P:45]([Pd:46]([P:47]([c:48]2[cH:49][cH:50][cH:51][cH:52][cH:53]2)([c:54]2[cH:55][cH:56][cH:57][cH:58][cH:59]2)[c:60]2[cH:61][cH:62][cH:63][cH:64][cH:65]2)([P:66]([c:67]2[cH:68][cH:69][cH:70][cH:71][cH:72]2)([c:73]2[cH:74][cH:75][cH:76][cH:77][cH:78]2)[c:79]2[cH:80][cH:81][cH:82][cH:83][cH:84]2)[P:85]([c:86]2[cH:87][cH:88][cH:89][cH:90][cH:91]2)([c:92]2[cH:93][cH:94][cH:95][cH:96][cH:97]2)[c:98]2[cH:99][cH:100][cH:101][cH:102][cH:103]2)([c:104]2[cH:105][cH:106][cH:107][cH:108][cH:109]2)[c:110]2[cH:111][cH:112][cH:113][cH:114][cH:115]2)[cH:116][cH:117]1>>[c:2]1(-[c:16]2[cH:15][cH:14][c:13]([OH:12])[cH:18][cH:17]2)[cH:3][cH:4][cH:5][c:6]([C:8](=[O:9])[O:10][CH3:11])[n:7]1. Product: COC(=O)c1cccc(-c2ccc(O)cc2)n1. The reactants are COC(=O)c1cccc(Br)n1, CCOC(C)=O, [K+], [K+], O=C([O-])[O-], C1COCCO1, O, OB(O)c1ccc(O)cc1, c1ccc(P(c2ccccc2)(c2ccccc2)[Pd](P(c2ccccc2)(c2ccccc2)c2ccccc2)(P(c2ccccc2)(c2ccccc2)c2ccccc2)P(c2ccccc2)(c2ccccc2)c2ccccc2)cc1. The reactants are ClC1=C(C(=CC(=C1)C(F)(F)F)Cl)N1N=C(C(=C1N)C1=NC=CN=C1)SC (1-[2,6-Dichloro-4-(trifluoromethyl)phenyl]-3-methylthio-4-pyrazin-2-ylpyrazol-5-ylamine), N(=O)OCCC(C)C (isoamyl nitrite). Solvent: CN(C)C=O (DMF), C(C)OCC (ethyl ether). Reaction conditions: time 30 minute. Yields the product ClC1=C(C(=CC(=C1)C(F)(F)F)Cl)N1N=C(C(=C1)C1=NC=CN=C1)SC (1-[2,6-dichloro-4-(trifluoromethyl)phenyl]-3-methylthio-4-pyrazin-2-ylpyrazole). RXN SMILES: [Cl:1][C:2]1[CH:7]=[C:6]([C:8]([F:11])([F:10])[F:9])[CH:5]=[C:4]([Cl:12])[C:3]=1[N:13]1[C:17](N)=[C:16]([C:19]2[CH:24]=[N:23][CH:22]=[CH:21][N:20]=2)[C:15]([S:25][CH3:26])=[N:14]1.N(OCCC(C)C)=O>CN(C=O)C.C(OCC)C>[Cl:12][C:4]1[CH:5]=[C:6]([C:8]([F:9])([F:11])[F:10])[CH:7]=[C:2]([Cl:1])[C:3]=1[N:13]1[CH:17]=[C:16]([C:19]2[CH:24]=[N:23][CH:22]=[CH:21][N:20]=2)[C:15]([S:25][CH3:26])=[N:14]1. Reported procedure: A solution of aminopyrazole 41 (42 mg, 0.1 mmol) in DMF (5 mL) was warmed up to 65° C. and treated dropwise with excess isoamyl nitrite (150 mL). Stirring was continued for 30 min. The reaction was cooled down to room temperature, diluted with ethyl ether (10 mL) and washed with brine (5×15 mL). The organic layer was dried (magnesium sulfate) and the solvents removed at reduced pressure, leaving a dark oil residue. The desired product was obtained upon flash chromatography eluting with ethyl ace... Starting materials: C(Cl)(Cl)Cl.CC(=O)C (chloroform acetone), C(=O)C1=C(C=CC=C1)B(O)O (2-formylbenzeneboronic acid), C(=O)([O-])[O-].[Na+].[Na+] (Na2CO3), ClC=1C(N(N=CC1N(C)C)C)=O (4-Chloro-5-(dimethylamino)-2-methylpyridazin-3(2H)-one). Reagents/catalysts: C=1C=CC(=CC1)[P](C=2C=CC=CC2)(C=3C=CC=CC3)[Pd]([P](C=4C=CC=CC4)(C=5C=CC=CC5)C=6C=CC=CC6)([P](C=7C=CC=CC7)(C=8C=CC=CC8)C=9C=CC=CC9)[P](C=1C=CC=CC1)(C=1C=CC=CC1)C=1C=CC=CC1 (Pd(PPh3)4). Solvent: C(OC)COC (dimethoxyethane). Reaction conditions: time 10 minute. The product is CN(C1=C(C(N(N=C1)C)=O)C1=C(C=O)C=CC=C1)C (2-[5-(Dimethylamino)-2-methyl-3-oxo-2,3-dihydropyridazin-4-yl]benzaldehyde). RXN SMILES: Cl[C:2]1[C:3](=[O:12])[N:4]([CH3:11])[N:5]=[CH:6][C:7]=1[N:8]([CH3:10])[CH3:9].[CH:13]([C:15]1[CH:20]=[CH:19][CH:18]=[CH:17][C:16]=1B(O)O)=[O:14].C([O-])([O-])=O.[Na+].[Na+].C(Cl)(Cl)Cl.CC(C)=O>C(COC)OC.C1C=CC([P]([Pd]([P](C2C=CC=CC=2)(C2C=CC=CC=2)C2C=CC=CC=2)([P](C2C=CC=CC=2)(C2C=CC=CC=2)C2C=CC=CC=2)[P](C2C=CC=CC=2)(C2C=CC=CC=2)C2C=CC=CC=2)(C2C=CC=CC=2)C2C=CC=CC=2)=CC=1>[CH3:9][N:8]([CH3:10])[C:7]1[CH:6]=[N:5][N:4]([CH3:11])[C:3](=[O:12])[C:2]=1[C:16]1[CH:17]=[CH:18][CH:19]=[CH:20][C:15]=1[CH:13]=[O:14] |f:2.3.4,5.6,^1:47,49,68,87|. Procedure: 4-Chloro-5-(dimethylamino)-2-methylpyridazin-3(2H)-one (50.00 mmol) was dissolved in dimethoxyethane (155 ml), and Pd(PPh3)4 (1.60 g, 1.38 mmol) was added under argon. After stirring at room temperature for 10 min, 2-formylbenzeneboronic acid (10.50 g, 70.00 mmol) and 2M Na2CO3 solution (49.5 ml) were added. Subsequently, the reaction mixture was refluxed (oil bath temperature: 110° C.) for 15 h. The reaction was followed by TLC (eluent: chloroform:acetone (9:1)). Upon cooling the reaction mixtu... The reactants are N1C(NC2=C1C=CC=C2)=O (1,3-dihydro-2H-benzimidazol-2-one), ClCCCCC(=O)Cl (5-chlorovaleryl chloride). Product: ClCCCCC(=O)C1=CC2=C(NC(N2)=O)C=C1 (5-(5-Chloropentanoyl)-1,3-dihydro-2H-benzimidazol-2-one). The yield is 57.9%. RXN SMILES: [NH:1]1[C:5]2[CH:6]=[CH:7][CH:8]=[CH:9][C:4]=2[NH:3][C:2]1=[O:10].[Cl:11][CH2:12][CH2:13][CH2:14][CH2:15][C:16](Cl)=[O:17]>>[Cl:11][CH2:12][CH2:13][CH2:14][CH2:15][C:16]([C:8]1[CH:7]=[CH:6][C:5]2[NH:1][C:2](=[O:10])[NH:3][C:4]=2[CH:9]=1)=[O:17]. Procedure details: Using 1,3-dihydro-2H-benzimidazol-2-one (4.00 g) and 5-chlorovaleryl chloride (9.24 g) according to the same method as that of Reference Example 1, the title compound (4.36 g) was obtained as colorless crystals. Reactants: B, CCOC(C)=O, Cl, [Na+], C1CCOC1, C1CCOC1, [OH-], O, O=C(COCCc1ccc2occc2c1)N1CCC(O)C1. The product is OC1CCN(CCOCCc2ccc3occc3c2)C1. As a reaction SMILES: [BH3:27].[CH3:36][CH2:37][O:38][C:39](=[O:40])[CH3:41].[ClH:28].[Na+:30].[O:22]1[CH2:23][CH2:24][CH2:25][CH2:26]1.[O:31]1[CH2:32][CH2:33][CH2:34][CH2:35]1.[OH-:29].[OH2:42].[o:1]1[cH:2][cH:3][c:4]2[c:5]1[cH:6][cH:7][c:8]([CH2:10][CH2:11][O:12][CH2:13][C:14](=[O:15])[N:16]1[CH2:17][CH:18]([OH:21])[CH2:19][CH2:20]1)[cH:9]2>>[o:1]1[cH:2][cH:3][c:4]2[c:5]1[cH:6][cH:7][c:8]([CH2:10][CH2:11][O:12][CH2:13][CH2:14][N:16]1[CH2:17][CH:18]([OH:21])[CH2:19][CH2:20]1)[cH:9]2. Starting materials: potassium tert.butylate, Cl (hydrochloric acid), C(C)(C)OC(C=C(C(F)(F)F)NC)=O (3-methylamino-4,4,4-trifluorobut-2-enoic acid isopropylester), C(C=C)OC(=O)C(C)(C)OC(C1=C(C=CC(=C1)N=C=O)Cl)=O (5-isocyanato-2-chloro-benzoic acid 1-allyloxycarbonyl-1-methyl-ethyl-ester). The solvent is C(C)#N (acetonitrile). Conditions: temperature 2.5 celsius. The product is C(C=C)OC(=O)C(C)(C)OC(C1=C(C=CC(=C1)N1C(N(C(=CC1=O)C(F)(F)F)C)=O)Cl)=O (2-chloro-5-(3,6-dihydro-2,6-dioxo-3-methyl-4-trifluoromethyl-1-(2H)Pyrimidinyl)-benzoic acid 1-allyloxycarbonyl-1-methyl-ethyl-ester). Isolated yield 91.2%. RXN SMILES: C(O[C:5](=[O:14])[CH:6]=[C:7]([NH:12][CH3:13])[C:8]([F:11])([F:10])[F:9])(C)C.[CH2:15]([O:18][C:19]([C:21]([O:24][C:25](=[O:36])[C:26]1[CH:31]=[C:30]([N:32]=[C:33]=[O:34])[CH:29]=[CH:28][C:27]=1[Cl:35])([CH3:23])[CH3:22])=[O:20])[CH:16]=[CH2:17].Cl>C(#N)C>[CH2:15]([O:18][C:19]([C:21]([O:24][C:25](=[O:36])[C:26]1[CH:31]=[C:30]([N:32]2[C:5](=[O:14])[CH:6]=[C:7]([C:8]([F:9])([F:10])[F:11])[N:12]([CH3:13])[C:33]2=[O:34])[CH:29]=[CH:28][C:27]=1[Cl:35])([CH3:23])[CH3:22])=[O:20])[CH:16]=[CH2:17]. Procedure: 2.9 g of potassium tert.butylate (content 97%, 0.025 mols) are suspended in 169 g of dry acetonitrile (water content <0.01%) and cooled to 0-5° C. Subsequently, at 0-5° C., 36.2 g of 3-methylamino-4,4,4-trifluorobut-2-enoic acid isopropylester (content 98.3%, 0.17 mols) are added and maintained at this temperature for 30 minutes, whereby a red-brown solution is produced. Then, over the course of 15 minutes, at 0-5° C., 27.3 g of 5-isocyanato-2-chloro-benzoic acid 1-allyloxycarbonyl-1-methyl-ethy... The reactants are NC1=C2CCN(C(C2=C(C=N1)OC)=O)CC1=CC=C(C=C1)F (5-amino-2-(4-fluorobenzyl)-8-methoxy-3,4-dihydro-2,6-naphthyridin-1(2H)-one), CS(=O)(=O)Cl (methanesulfonyl chloride). The solvent is N1=CC=CC=C1 (pyridine). Product: FC1=CC=C(CN2C(C=3C(=CN=C(C3CC2)NS(=O)(=O)C)OC)=O)C=C1 (N-[6-(4-Fluorobenzyl)-4-methoxy-5-oxo-5,6,7,8-tetrahydro-2,6-naphthyridin-1-yl]methanesulfonamide). As a reaction SMILES: [NH2:1][C:2]1[N:11]=[CH:10][C:9]([O:12][CH3:13])=[C:8]2[C:3]=1[CH2:4][CH2:5][N:6]([CH2:15][C:16]1[CH:21]=[CH:20][C:19]([F:22])=[CH:18][CH:17]=1)[C:7]2=[O:14].[CH3:23][S:24](Cl)(=[O:26])=[O:25]>N1C=CC=CC=1>[F:22][C:19]1[CH:18]=[CH:17][C:16]([CH2:15][N:6]2[CH2:5][CH2:4][C:3]3[C:2]([NH:1][S:24]([CH3:23])(=[O:26])=[O:25])=[N:11][CH:10]=[C:9]([O:12][CH3:13])[C:8]=3[C:7]2=[O:14])=[CH:21][CH:20]=1. Procedure: To a solution of 5-amino-2-(4-fluorobenzyl)-8-methoxy-3,4-dihydro-2,6-naphthyridin-1(2H)-one (0.889 g, 2.95 mmol) in pyridine (5 mL) was added dropwise methanesulfonyl chloride (0.575 g, 5.016 mmol). After stirring for an hour at room temperature, the product mixture was quenched with pH 7 buffer, then concentrated under vacuum. The residue was dissolved in CHCl3 and pH 7 buffer, the pH of the aqueous layer was adjusted to pH 5 with 1N NaOH and the layers separated. Several more extractions with... As a reaction SMILES: [CH3:29][O:30][CH2:31][CH2:32][C:33](=[O:34])[OH:35].[CH3:4][c:5]1[c:6]2[c:7]([c:8]([N:11]3[CH2:12][CH2:13][N:14]([CH2:17][CH2:18][CH:19]4[CH2:20][CH2:21][CH:22]([NH2:25])[CH2:23][CH2:24]4)[CH2:15][CH2:16]3)[n:9][cH:10]1)[cH:26][cH:27][o:28]2.[ClH:1].[ClH:2].[ClH:3]>>[CH3:4][c:5]1[c:6]2[c:7]([c:8]([N:11]3[CH2:12][CH2:13][N:14]([CH2:17][CH2:18][CH:19]4[CH2:20][CH2:21][CH:22]([NH:25][C:33]([CH2:32][CH2:31][O:30][CH3:29])=[O:34])[CH2:23][CH2:24]4)[CH2:15][CH2:16]3)[n:9][cH:10]1)[cH:26][cH:27][o:28]2. The reactants are COCCC(=O)O, Cc1cnc(N2CCN(CCC3CCC(N)CC3)CC2)c2ccoc12, Cl, Cl, Cl. Yields the product COCCC(=O)NC1CCC(CCN2CCN(c3ncc(C)c4occc34)CC2)CC1.